From a dataset of the Open Reaction Database (ORD), a public repository of structured organic reaction records. describe an organic reaction: reactants, conditions, products, and yield Reactants: C1(=CC=CC=C1)C=1C=NN2C1N=CC(=C2)C2=CC=C(C=C2)C#CCO (3-[4-(3-phenylpyrazolo[1,5-a]pyrimidin-6-yl)phenyl]prop-2-yn-1-ol). Reagents/catalysts: [OH-].[OH-].[Pd+2] (palladium hydroxide on carbon). Run in CC(C)O (2-propanol). Conditions: time 4.5 hour. Yields the product C1(=CC=CC=C1)C=1C=NN2C1N=CC(=C2)C2=CC=C(C=C2)CCCO (3-[4-(3-phenylpyrazolo[1,5-a]pyrimidin-6-yl)phenyl]propan-1-ol). As a reaction SMILES: [C:1]1([C:7]2[CH:8]=[N:9][N:10]3[CH:15]=[C:14]([C:16]4[CH:21]=[CH:20][C:19]([C:22]#[C:23][CH2:24][OH:25])=[CH:18][CH:17]=4)[CH:13]=[N:12][C:11]=23)[CH:6]=[CH:5][CH:4]=[CH:3][CH:2]=1>CC(O)C.[OH-].[OH-].[Pd+2]>[C:1]1([C:7]2[CH:8]=[N:9][N:10]3[CH:15]=[C:14]([C:16]4[CH:17]=[CH:18][C:19]([CH2:22][CH2:23][CH2:24][OH:25])=[CH:20][CH:21]=4)[CH:13]=[N:12][C:11]=23)[CH:2]=[CH:3][CH:4]=[CH:5][CH:6]=1 |f:2.3.4|. Reported procedure: A mixture of 3-[4-(3-phenylpyrazolo[1,5-a]pyrimidin-6-yl)phenyl]prop-2-yn-1-ol (2-3, 1.48 g, 0.455 mmol) and 10% palladium hydroxide on carbon (2.0 g) in 2-propanol (500 mL) was stirred under a hydrogen balloon for 4.5 hours. The reaction mixture was filtered through celite, and the filtrate was concentrated. The residue was purified by flash column chromatography (chloroform saturated with ammonia gas) to provide 3-[4-(3-phenylpyrazolo[1,5-a]pyrimidin-6-yl)phenyl]propan-1-ol (2-4) as a yellow s...